Dataset: the Open Reaction Database (ORD), a public repository of structured organic reaction records. Task: describe an organic reaction: reactants, conditions, products, and yield The reactants are COC=1C=C(N)C=CC1C1=NC=CC=C1 (3-methoxy-4-pyridin-2-ylaniline), [N+](=O)([O-])C1=C(C=O)C=CC=C1 (2-nitrobenzaldehyde). Run in C1(=CC=CC=C1)C (toluene). Product: N1=C(C=CC=C1)C1=CC=C(N)C=C1 (4-pyridin-2-ylaniline). As a reaction SMILES: CO[C:3]1[CH:4]=[C:5]([CH:7]=[CH:8][C:9]=1[C:10]1[CH:15]=[CH:14][CH:13]=[CH:12][N:11]=1)[NH2:6].[N+](C1C=CC=CC=1C=O)([O-])=O>C1(C)C=CC=CC=1>[N:11]1[CH:12]=[CH:13][CH:14]=[CH:15][C:10]=1[C:9]1[CH:3]=[CH:4][C:5]([NH2:6])=[CH:7][CH:8]=1. Procedure: A solution of 3-methoxy-4-pyridin-2-ylaniline (130 mg, 0.65 mmol) and 2-nitrobenzaldehyde (100 mg, 0.65 mmol) in toluene (1 mL) was heated to 60° C. for 12 h and the reaction mixture was concentrated to afford 3-methoxy-N-[2-nitrophenyl)methylidene]-4-pyridin-2-ylaniline. The 3-methoxy-N-[2-nitrophenyl)methylidene]-4-pyridin-2-ylaniline was dissolved in freshly distilled triethylphosphite (1.1 mL) and was heated to 110° C. for 5 h under an atmosphere of nitrogen. The reaction was cooled to 60° C...